Dataset: the Open Reaction Database (ORD), a public repository of structured organic reaction records. Task: describe an organic reaction: reactants, conditions, products, and yield The solvent is C(C)N(CC)CC (triethylamine). Reactants: [N+](=O)([O-])C1=CC=C(CCl)C=C1 (p-nitrobenzyl chloride), Cl.Cl.C(CC)OC=1C=C(C=C(C1)OCCC)N1CCNCC1 (1-(3,5-dipropoxyphenyl)piperazine dihydrochloride). Product: C(CC)OC=1C=C(C=C(C1)OCCC)N1CCN(CC1)CC1=CC=C(C=C1)[N+](=O)[O-] (1-(3,5-dipropoxyphenyl) 4-(p-nitrobenzyl)piperazine). Reported procedure: In the manner given in Example 1A, p-nitrobenzyl chloride is reacted with 1-(3,5-dipropoxyphenyl)piperazine dihydrochloride in the presence of triethylamine to give 1-(3,5-dipropoxyphenyl) 4-(p-nitrobenzyl)piperazine. Reaction SMILES: [N+:1]([C:4]1[CH:11]=[CH:10][C:7]([CH2:8]Cl)=[CH:6][CH:5]=1)([O-:3])=[O:2].Cl.Cl.[CH2:14]([O:17][C:18]1[CH:19]=[C:20]([N:28]2[CH2:33][CH2:32][NH:31][CH2:30][CH2:29]2)[CH:21]=[C:22]([O:24][CH2:25][CH2:26][CH3:27])[CH:23]=1)[CH2:15][CH3:16]>C(N(CC)CC)C>[CH2:14]([O:17][C:18]1[CH:19]=[C:20]([N:28]2[CH2:29][CH2:30][N:31]([CH2:8][C:7]3[CH:10]=[CH:11][C:4]([N+:1]([O-:3])=[O:2])=[CH:5][CH:6]=3)[CH2:32][CH2:33]2)[CH:21]=[C:22]([O:24][CH2:25][CH2:26][CH3:27])[CH:23]=1)[CH2:15][CH3:16] |f:1.2.3|.